From a dataset of the Open Reaction Database (ORD), a public repository of structured organic reaction records. describe an organic reaction: reactants, conditions, products, and yield Reactants: C1COCCN1, Cc1nc2c(s1)C(=O)C(C=O)CC2, Cc1ccccc1. The product is Cc1nc2c(s1)C(=O)C(=CN1CCOCC1)CC2. As a reaction SMILES: [CH2:14]1[CH2:15][O:16][CH2:17][CH2:18][NH:19]1.[CH3:1][c:2]1[s:3][c:4]2[c:5]([n:6]1)[CH2:7][CH2:8][CH:9]([CH:12]=[O:13])[C:10]2=[O:11].[CH3:20][c:21]1[cH:22][cH:23][cH:24][cH:25][cH:26]1>>[CH3:1][c:2]1[s:3][c:4]2[c:5]([n:6]1)[CH2:7][CH2:8][C:9](=[CH:12][N:19]1[CH2:14][CH2:15][O:16][CH2:17][CH2:18]1)[C:10]2=[O:11]. Reactants: N1=CC=C(C=C1)CC(C)=O (1-(4-pyridinyl)-2-propanone), CC(C(=O)N)=C (α-methylacrylamide), [K].CC(C)([O-])C (potassium tert.-butoxide). The solvent is O1CCOCC1 (p-dioxane). Reaction conditions: time 40 minute. The product is CC1C(NC(=C(C1)C1=CC=NC=C1)C)=O (3,4-dihydro-3,6-dimethyl-5-(4-pyridinyl)-2(1H)-pyridinone). Yield: 48.5%. Reaction SMILES: [N:1]1[CH:6]=[CH:5][C:4]([CH2:7][C:8](=O)[CH3:9])=[CH:3][CH:2]=1.[CH3:11][C:12](=[CH2:16])[C:13]([NH2:15])=[O:14].[K].CC(C)([O-])C>O1CCOCC1>[CH3:11][CH:12]1[CH2:16][C:7]([C:4]2[CH:5]=[CH:6][N:1]=[CH:2][CH:3]=2)=[C:8]([CH3:9])[NH:15][C:13]1=[O:14] |f:2.3,^1:16|. Procedure details: A mixture containing 35 g of 1-(4-pyridinyl)-2-propanone, 25 g of α-methylacrylamide, 30 g of potassium-tert.-butoxide and 250 ml of p-dioxane was stirred at ambient temperature for 40 minutes during which time an exothermic reaction occurred. The reaction mixture was then heated on a steam bath for 90 minutes and stripped to dryness on a rotary evaporator. To the residue was added 200 ml of water and the aqueous mixture was acidified with acetic acid. The product was extracted with chloroform (... Reactants: OC(CCCCCCCCCCC(=O)O)CCCCCC (12-hydroxystearic acid), [OH-].[Li+] (lithium hydroxide), NC(=O)N.NC(=O)OCC (urea urethane). Yields the product OC(CCCCCCCCCCC(=O)[O-])CCCCCC.[Li+] (lithium 12-hydroxystearate). As a reaction SMILES: [OH:1][CH:2]([CH2:16][CH2:17][CH2:18][CH2:19][CH2:20][CH3:21])[CH2:3][CH2:4][CH2:5][CH2:6][CH2:7][CH2:8][CH2:9][CH2:10][CH2:11][CH2:12][C:13]([OH:15])=[O:14].[OH-].[Li+:23].NC(N)=O.NC(OCC)=O>>[OH:1][CH:2]([CH2:16][CH2:17][CH2:18][CH2:19][CH2:20][CH3:21])[CH2:3][CH2:4][CH2:5][CH2:6][CH2:7][CH2:8][CH2:9][CH2:10][CH2:11][CH2:12][C:13]([O-:15])=[O:14].[Li+:23] |f:1.2,3.4,5.6|. Reported procedure: 12-hydroxystearic acid was reacted with lithium hydroxide in a mole ratio of 1:1 under heating in a proper amount of the same refined mineral oil as one used in the preparation of urea-urethane base grease A to obtain lithium 12-hydroxystearate, and then the obtained lithium 12-hydroxystearate was dispersed in such an amount of the refined mineral oil as to give a lithium 12-hydroxystearate content of 8% by mass based on the total amount of the lithium soap base grease C. Starting materials: c1ccc(CN2CCc3occc3C2)cc1, CCO, [H][H]. Yields the product c1cc2c(o1)CCNC2. As a reaction SMILES: [CH2:1]([c:2]1[cH:3][cH:4][cH:5][cH:6][cH:7]1)[N:8]1[CH2:9][c:10]2[c:11]([o:14][cH:15][cH:16]2)[CH2:12][CH2:13]1.[CH3:19][CH2:20][OH:21].[H:17][H:18]>>[NH:8]1[CH2:9][c:10]2[c:11]([o:14][cH:15][cH:16]2)[CH2:12][CH2:13]1. The reactants are CC(=O)C1=CC=C(C=C1)OC (4-methoxyacetophenone), C1(=CC=CC=C1)C(CC)(CCCC)O (3-Phenyl-3-heptanol), [Na+].[Cl-] (NaCl), ( 15 ), —OH, Compound B, 13C{1H}, CC1=C(C=CC=C1)C(C)(CC)O (2-(2-Methylphenyl)-2-butanol). Solvent: C(Cl)(Cl)Cl (CHCl3). Yields the product COC1=CC=C(C=C1)C(C)(CC)O (2-(4-Methoxyphenyl)-2-butanol). Isolated yield 85.2%. As a reaction SMILES: [CH3:1][C:2]([C:4]1[CH:9]=[CH:8][C:7]([O:10][CH3:11])=[CH:6][CH:5]=1)=[O:3].[Na+].[Cl-].[C:14]1(C(O)(CCCC)CC)C=CC=C[CH:15]=1.CC1C=CC=CC=1C(O)(CC)C>C(Cl)(Cl)Cl>[CH3:11][O:10][C:7]1[CH:8]=[CH:9][C:4]([C:2]([OH:3])([CH2:14][CH3:15])[CH3:1])=[CH:5][CH:6]=1 |f:1.2|. Reported procedure: The general procedure A was applied to 4-methoxyacetophenone on a 112 mg (0.73 mmol) scale, using 10 mol % of Compound B (40 mg). The crude product was purified by column chromatography on silica gel (hexanes/EtOAc: 8/2) to give 3 (112 mg, 85.2% yield, 94.0% ee) as an oil: [α]D 20=−13.32 (c 1.8, CHCl3); 1H NMR (CDCl3, 500 MHz) δ 0.77 (dd, J=7.4, 7.4 Hz, 3H), 1.50 (s, 3H), 1.76-1.82 (m, 2H), 3.78 (s, 3H), 6.83-6.86 (m, 2H), 7.31-7.34 (m, 2H) ppm; 13C{1H} NMR (CDCl3, 125 MHz) δ 8.8, 29.9, 37.1, 55...